Task: describe an organic reaction: reactants, conditions, products, and yield. Dataset: the Open Reaction Database (ORD), a public repository of structured organic reaction records Starting materials: COCCOC, CCO, Cl, O=C(c1ccc(F)cc1)c1ccc([N+](=O)[O-])cc1, O, O, Cl[Sn]Cl. Yields the product Nc1ccc(C(=O)c2ccc(F)cc2)cc1. As a reaction SMILES: [CH3:25][O:26][CH2:27][CH2:28][O:29][CH3:30].[CH3:31][CH2:32][OH:33].[ClH:24].[F:6][c:7]1[cH:8][cH:9][c:10]([C:11](=[O:12])[c:13]2[cH:14][cH:15][c:16]([N+:19]([O-:20])=[O:21])[cH:17][cH:18]2)[cH:22][cH:23]1.[OH2:1].[OH2:2].[Sn:3]([Cl:4])[Cl:5]>>[F:6][c:7]1[cH:8][cH:9][c:10]([C:11](=[O:12])[c:13]2[cH:14][cH:15][c:16]([NH2:19])[cH:17][cH:18]2)[cH:22][cH:23]1. Starting materials: C(C1=CC=CC=C1)OC1=CC=CC2=C1SC=C2 (7-benzyloxy-benzo[b]thiophene), C(C1=CC=CC=C1)Cl (benzylchloride), C([O-])([O-])=O.[K+].[K+] (potassium carbonate), COC(Cl)Cl (dichloromethyl methyl ether), S1C2=C(C=C1)C=CC=C2O (benzo[b]thiophen-7-ol). Solvent: CN(C=O)C (N,N-dimethylformamide), ClCCl (dichloromethane). Product: C(C1=CC=CC=C1)OC1=CC=C(C2=C1SC=C2)C=O (7-benzyloxy-benzo[b]thiophene-4-carbaldehyde). Reaction SMILES: [CH2:1]([O:8][C:9]1[C:14]2[S:15][CH:16]=[CH:17][C:13]=2[CH:12]=[CH:11][CH:10]=1)[C:2]1[CH:7]=[CH:6][CH:5]=[CH:4][CH:3]=1.S1C=CC2C=CC=[C:26]([OH:27])C1=2.C(Cl)C1C=CC=CC=1.C(=O)([O-])[O-].[K+].[K+].COC(Cl)Cl>CN(C)C=O.ClCCl>[CH2:1]([O:8][C:9]1[C:14]2[S:15][CH:16]=[CH:17][C:13]=2[C:12]([CH:26]=[O:27])=[CH:11][CH:10]=1)[C:2]1[CH:3]=[CH:4][CH:5]=[CH:6][CH:7]=1 |f:3.4.5|. Procedure details: In analogy to the procedure described in example 2 a], 7-benzyloxy-benzo[b]thiophene (prepared from benzo[b]thiophen-7-ol [J. Chem. Soc., Perkin Trans. 1 (1983), (12), 2973-71 and benzylchloride by treatment with potassium carbonate in N,N-dimethylformamide at room temperature) was reacted with dichloromethyl methyl ether in dichloromethane at 0° C. to give 7-benzyloxy-benzo[b]thiophene-4-carbaldehyde. The reactants are CC(C)(C)[Si](C)(C)Cl, O=[N+]([O-])c1ccc(CO)cc1, CN(C)C=O, O, c1c[nH]cn1. The product is CC(C)(C)[Si](C)(C)OCc1ccc([N+](=O)[O-])cc1. As a reaction SMILES: [C:12]([CH3:13])([CH3:14])([CH3:15])[Si:16]([CH3:17])([CH3:18])[Cl:19].[N+:1](=[O:2])([O-:3])[c:4]1[cH:5][cH:6][c:7]([CH2:8][OH:9])[cH:10][cH:11]1.[O:25]=[CH:26][N:27]([CH3:28])[CH3:29].[OH2:30].[nH:20]1[cH:21][cH:22][n:23][cH:24]1>>[N+:1](=[O:2])([O-:3])[c:4]1[cH:5][cH:6][c:7]([CH2:8][O:9][Si:16]([C:12]([CH3:13])([CH3:14])[CH3:15])([CH3:17])[CH3:18])[cH:10][cH:11]1. Reactants: C(C)C1=C(N=C2N1N=C(C1=C(C2)C=C2C(=C1)OCO2)C2=CC=C(C=C2)[N+](=O)[O-])C (8-ethyl-9-methyl-5-(4-nitrophenyl)-11H-1,3-dioxolo[4,5-h)imidazo[1,2-c][2,3]benzodiazepine), C1=CCCCC1 (cyclohexene). The reagents and catalysts are [OH-].[OH-].[Pd+2] (palladium hydroxide on carbon). The solvent is C(C)O (ethanol). Conditions: temperature 110 celsius, time 3 hour. Product: NC1=CC=C(C=C1)C1=NN2C(CC3=C1C=C1C(=C3)OCO1)=NC(=C2CC)C (5-(4-Aminophenyl)-8-ethyl-9-methyl-11H-1,3-dioxolo[4,5-h]imidazo[1,2-c][2,3]benzodiazepine). As a reaction SMILES: [CH2:1]([C:3]1[N:7]2[N:8]=[C:9]([C:20]3[CH:25]=[CH:24][C:23]([N+:26]([O-])=O)=[CH:22][CH:21]=3)[C:10]3[CH:16]=[C:15]4[O:17][CH2:18][O:19][C:14]4=[CH:13][C:11]=3[CH2:12][C:6]2=[N:5][C:4]=1[CH3:29])[CH3:2].C1CCCCC=1>C(O)C.[OH-].[OH-].[Pd+2]>[NH2:26][C:23]1[CH:22]=[CH:21][C:20]([C:9]2[C:10]3[CH:16]=[C:15]4[O:17][CH2:18][O:19][C:14]4=[CH:13][C:11]=3[CH2:12][C:6]3=[N:5][C:4]([CH3:29])=[C:3]([CH2:1][CH3:2])[N:7]3[N:8]=2)=[CH:25][CH:24]=1 |f:3.4.5|. Procedure: 527 mg of 8-ethyl-9-methyl-5-(4-nitrophenyl)-11H-1,3-dioxolo[4,5-h)imidazo[1,2-c][2,3]benzodiazepine is mixed in 11 ml of ethanol with 5.4 ml of cyclohexene and 106 mg of palladium hydroxide on carbon (Pearlman's catalyst), and it is stirred for 3 hours at a bath temperature of 110° C. After catalyst is filtered out, it is concentrated by evaporation, and the residue is chromatographed on silica gel with ethyl acetate as an eluant. After combining the corresponding fractions and recrystallizatio... Starting materials: C1CCOC1, CC(C)(C)[Si](C)(C)OS(=O)(=O)C(F)(F)F, O, CC1NC(=O)CC1O, Cc1cccc(C)n1. Yields the product CC1NC(=O)CC1O[Si](C)(C)C(C)(C)C. RXN SMILES: [CH2:33]1[O:34][CH2:35][CH2:36][CH2:37]1.[F:17][C:18]([F:19])([F:20])[S:21]([O:22][Si:23]([CH3:24])([CH3:25])[C:26]([CH3:27])([CH3:28])[CH3:29])(=[O:30])=[O:31].[OH2:32].[OH:1][CH:2]1[CH2:3][C:4](=[O:8])[NH:5][CH:6]1[CH3:7].[n:9]1[c:10]([CH3:11])[cH:12][cH:13][cH:14][c:15]1[CH3:16]>>[O:1]([CH:2]1[CH2:3][C:4](=[O:8])[NH:5][CH:6]1[CH3:7])[Si:23]([CH3:24])([CH3:25])[C:26]([CH3:27])([CH3:28])[CH3:29]. Starting materials: acetal, C=O (formaldehyde), OCC(C(=O)O)(C)CO (2,2-bis(hydroxymethyl)propanoic acid). Yields the product CC1(COCOC1)C(=O)O (5-methyl-1,3-dioxane-5-carboxylic acid). Reaction SMILES: [CH2:1]=O.[OH:3][CH2:4][C:5]([CH2:10][OH:11])([CH3:9])[C:6]([OH:8])=[O:7]>>[CH3:9][C:5]1([C:6]([OH:8])=[O:7])[CH2:10][O:11][CH2:1][O:3][CH2:4]1. Procedure details: Synthesis of the acetal (formal) of formaldehyde and 2,2-bis(hydroxymethyl)propanoic acid yielding 5-methyl-1,3-dioxane-5-carboxylic acid.